From a dataset of the Open Reaction Database (ORD), a public repository of structured organic reaction records. describe an organic reaction: reactants, conditions, products, and yield The reactants are O (water), COC1=CC=C(C2=C1OC1(CCSCC1)O2)C(=O)O (7-methoxy-2′,3′,5′,6′-tetrahydro-spiro[1,3-benzodioxole-2,4′-(4H)-thiopyran]-4-carboxylic acid), C(=O)([O-])[O-].[K+].[K+] (K2CO3), S(=O)(=O)(OC)OC (dimethyl sulphate). Solvent: CC(=O)C (acetone). Run at temperature 50 celsius, time 8 hour. Product: COC1=CC=C(C2=C1OC1(CCSCC1)O2)C(=O)OC (methyl 7-methoxy-2′,3′,5′,6′-tetrahydro-spiro[1,3-benzodioxole-2,4′-(4H)-thiopyran]-4-carboxylate). Yield: 68.0%. Reaction SMILES: [CH3:1][O:2][C:3]1[C:8]2[O:9][C:10]3([O:16][C:7]=2[C:6]([C:17]([OH:19])=[O:18])=[CH:5][CH:4]=1)[CH2:15][CH2:14][S:13][CH2:12][CH2:11]3.[C:20]([O-])([O-])=O.[K+].[K+].S(OC)(OC)(=O)=O.O>CC(C)=O>[CH3:1][O:2][C:3]1[C:8]2[O:9][C:10]3([O:16][C:7]=2[C:6]([C:17]([O:19][CH3:20])=[O:18])=[CH:5][CH:4]=1)[CH2:11][CH2:12][S:13][CH2:14][CH2:15]3 |f:1.2.3|. Procedure details: A suspension of 7-methoxy-2′,3′,5′,6′-tetrahydro-spiro[1,3-benzodioxole-2,4′-(4H)-thiopyran]-4-carboxylic acid (570 mg, 2.02 mmol), K2CO3 (558 mg, 4.04 mmol) and dimethyl sulphate (0.25 mL, 2.62 mmol) in acetone (14 mL) was stirred at 50° C. overnight. At room temperature water (30 mL) was added. The aqueous phase was extracted with dichloromethane (3×15 mL). The combined organic phase was dried over MgSO4 and evaporated to dryness under reduced pressure. Standard silica gel column chromatograph...